This data is from the Open Reaction Database (ORD), a public repository of structured organic reaction records. The task is: describe an organic reaction: reactants, conditions, products, and yield The reactants are C(CCC)[Li] (n-butyllithium), [I-].C(C\C=C/CCCCC)[P+](C1=CC=CC=C1)(C1=CC=CC=C1)C1=CC=CC=C1 ((Z)-(3-nonenyl)-triphenylphosphonium iodide), CC(C=O)(COC1OCCCC1)C (2,2-dimethyl-3-[(tetrahydro-2H-pyran-2-yl)oxy]-propanal). The solvent is O1CCCC1.CN(P(N(C)C)(N(C)C)=O)C (tetrahydrofuran hexamethylphosphorictriamide), O1CCCC1 (tetrahydrofuran), [Cl-].[Na+].O (brine). Run at temperature -78 celsius, time 30 minute. The product is CC(COC1OCCCC1)(\C=C/C\C=C/CCCCC)C ((Z,Z)-2-[(2,2-dimethyl-3,6-dodecadienyl)oxy]-tetrahydro- 2H-pyran). The yield is 90.3%. RXN SMILES: C([Li])CCC.[I-].[CH2:7]([P+](C1C=CC=CC=1)(C1C=CC=CC=1)C1C=CC=CC=1)[CH2:8]/[CH:9]=[CH:10]\[CH2:11][CH2:12][CH2:13][CH2:14][CH3:15].[CH3:35][C:36]([CH3:47])([CH2:39][O:40][CH:41]1[CH2:46][CH2:45][CH2:44][CH2:43][O:42]1)[CH:37]=O>O1CCCC1.CN(C)P(=O)(N(C)C)N(C)C.O1CCCC1.[Cl-].[Na+].O>[CH3:35][C:36]([CH3:47])(/[CH:37]=[CH:7]\[CH2:8]/[CH:9]=[CH:10]\[CH2:11][CH2:12][CH2:13][CH2:14][CH3:15])[CH2:39][O:40][CH:41]1[CH2:46][CH2:45][CH2:44][CH2:43][O:42]1 |f:1.2,4.5,7.8.9|. Procedure: A 2.7 ml portion of n-butyllithium (1.6 M in hexane) was slowly added at -76° C., under argon to a solution of 2.7 g (5.24 mmoles) of (Z)-(3-nonenyl)-triphenylphosphonium iodide in a mixture of 7.5 ml of 2:1 tetrahydrofuran-hexamethylphosphorictriamide by syringe. The solution turned orange-red in color. Without delay, a solution of 0.700 g (3.76 mmoles) of 2,2-dimethyl-3-[(tetrahydro-2H-pyran-2-yl)oxy]-propanal in 1 ml of tetrahydrofuran was added dropwise to the solution. The resulting mixture... The reactants are CC(=O)O[BH-](OC(C)=O)OC(C)=O, Nc1ncnn2c(-c3ccc(N4CCNCC4)cc3)cc(-c3ccc4cn(Cc5ccccc5)nc4c3)c12, C=O, ClCCl, [Na+]. Product: CN1CCN(c2ccc(-c3cc(-c4ccc5cn(Cc6ccccc6)nc5c4)c4c(N)ncnn34)cc2)CC1. Reaction SMILES: [C:41]([O:42][BH-:43]([O:44][C:45](=[O:46])[CH3:47])[O:48][C:49](=[O:50])[CH3:51])(=[O:52])[CH3:53].[CH2:1]([c:2]1[cH:3][cH:4][cH:5][cH:6][cH:7]1)[n:8]1[n:9][c:10]2[cH:11][c:12](-[c:17]3[cH:18][c:19](-[c:27]4[cH:28][cH:29][c:30]([N:33]5[CH2:34][CH2:35][NH:36][CH2:37][CH2:38]5)[cH:31][cH:32]4)[n:20]4[n:21][cH:22][n:23][c:24]([NH2:26])[c:25]34)[cH:13][cH:14][c:15]2[cH:16]1.[CH2:39]=[O:40].[Cl:55][CH2:56][Cl:57].[Na+:54]>>[CH2:1]([c:2]1[cH:3][cH:4][cH:5][cH:6][cH:7]1)[n:8]1[n:9][c:10]2[cH:11][c:12](-[c:17]3[cH:18][c:19](-[c:27]4[cH:28][cH:29][c:30]([N:33]5[CH2:34][CH2:35][N:36]([CH3:41])[CH2:37][CH2:38]5)[cH:31][cH:32]4)[n:20]4[n:21][cH:22][n:23][c:24]([NH2:26])[c:25]34)[cH:13][cH:14][c:15]2[cH:16]1. Starting materials: C(C1=CC=CC=C1)(=O)N1CC(CCC1)C(=O)OCC (ethyl 1-benzoyl-3-piperidinecarboxylate), C(C1=CC=CC=C1)(=O)N1CC(CCC1)C(=O)Cl (1-benzoyl-3-piperidinecarbonyl chloride), C(CCCCCCC)N (octylamine). The product is C(CCCCCCC)NC(=O)C1CN(CCC1)C(C1=CC=CC=C1)=O (N-(n-octyl) 1-benzoyl-3-piperidinecarboxamide). As a reaction SMILES: [C:1]([N:9]1[CH2:14][CH2:13][CH2:12][CH:11]([C:15]([O:17]CC)=O)[CH2:10]1)(=[O:8])[C:2]1[CH:7]=[CH:6][CH:5]=[CH:4][CH:3]=1.C(N1CCCC(C(Cl)=O)C1)(=O)C1C=CC=CC=1.[CH2:37]([NH2:45])[CH2:38][CH2:39][CH2:40][CH2:41][CH2:42][CH2:43][CH3:44]>>[CH2:37]([NH:45][C:15]([CH:11]1[CH2:12][CH2:13][CH2:14][N:9]([C:1](=[O:8])[C:2]2[CH:3]=[CH:4][CH:5]=[CH:6][CH:7]=2)[CH2:10]1)=[O:17])[CH2:38][CH2:39][CH2:40][CH2:41][CH2:42][CH2:43][CH3:44]. Procedure: The reaction was run in the same manner as ethyl 1-benzoyl-3-piperidinecarboxylate, starting with 1-benzoyl-3-piperidinecarbonyl chloride (219.0 mg; 0.87 mmol) and commercially available octylamine (144 μl; 0.87 mmol). The crude product was purified by chromatography on silica, eluting with 100% ethyl acetate, giving N-(n-octyl) 1-benzoyl-3-piperidinecarboxamide (207.5 mg) as a colorless waxy oil. MS m/z (positive ion) 345 (MH+; 100), 216 (30). Starting materials: C=O, CO, COc1cc2c(cc1OC)C(CCO)=NCC2. Yields the product COc1cc2c(cc1OC)C(C(CO)CO)=NCC2. Reaction SMILES: [CH2:18]=[O:19].[CH3:20][OH:21].[OH:1][CH2:2][CH2:3][C:4]1=[N:5][CH2:6][CH2:7][c:8]2[cH:9][c:10]([O:16][CH3:17])[c:11]([O:14][CH3:15])[cH:12][c:13]21>>[OH:1][CH2:2][CH:3]([C:4]1=[N:5][CH2:6][CH2:7][c:8]2[cH:9][c:10]([O:16][CH3:17])[c:11]([O:14][CH3:15])[cH:12][c:13]21)[CH2:18][OH:19]. Reactants: O (Water), C(O)([O-])=O.[Na+] (sodium hydrogen carbonate), C(C)(C)(C)OC(N([C@H](CC1=CC=CC2=CC=CC=C12)C(N([C@H](CC1=CC=CC=C1)C(NC)=O)C)=O)C)=O (Methyl-((1R)-1-(methyl-((1R)-1-methylcarbamoyl-2-phenylethyl)carbamoyl)-2-(1-naphthyl)ethyl)carbamic acid tert butyl ester), FC(C(=O)O)(F)F (trifluoroacetic acid). Solvent: C(Cl)Cl (methylene chloride), C(Cl)Cl (methylene chloride). Conditions: time 30 minute. Product: CN(C([C@@H](CC1=CC=CC2=CC=CC=C12)NC)=O)[C@H](CC1=CC=CC=C1)C(NC)=O ((2R)-N-methyl-2-methylamino-N-((1R)-1-methylcarbamoyl-2-phenylethyl)-3-(1-naphthyl)propionamide). The yield is 104.3%. RXN SMILES: C(O[C:6](=O)[N:7](C)[C@@H:8]([C:20](=[O:35])[N:21]([CH3:34])[C@@H:22]([C:30](=[O:33])[NH:31][CH3:32])[CH2:23][C:24]1[CH:29]=[CH:28][CH:27]=[CH:26][CH:25]=1)[CH2:9][C:10]1[C:19]2[C:14](=[CH:15][CH:16]=[CH:17][CH:18]=2)[CH:13]=[CH:12][CH:11]=1)(C)(C)C.FC(F)(F)C(O)=O.O.C(=O)([O-])O.[Na+]>C(Cl)Cl>[CH3:34][N:21]([C@@H:22]([C:30](=[O:33])[NH:31][CH3:32])[CH2:23][C:24]1[CH:25]=[CH:26][CH:27]=[CH:28][CH:29]=1)[C:20](=[O:35])[C@H:8]([NH:7][CH3:6])[CH2:9][C:10]1[C:19]2[C:14](=[CH:15][CH:16]=[CH:17][CH:18]=2)[CH:13]=[CH:12][CH:11]=1 |f:3.4|. Reported procedure: Methyl-((1R)-1-(methyl-((1R)-1-methylcarbamoyl-2-phenylethyl)carbamoyl)-2-(1-naphthyl)ethyl)carbamic acid tert butyl ester (0.77 g; 1.52 mmol) was dissolved in methylene chloride (4 mL) and trifluoroacetic acid (4 mL) was added. The reaction mixture was stirred for 30 min at room temperature. Water (5 mL) and methylene chloride (5 mL) were added. An aqueous solution of sodium hydrogen carbonate was added until pH 8. The organic phase was extracted with methylene chloride (3×10 mL) and dried (mag... Reaction SMILES: [CH2:1]([c:2]1[cH:3][cH:4][cH:5][cH:6][cH:7]1)[n:8]1[n:9][c:10]2[c:11]([C:34]([F:35])([F:36])[F:37])[cH:12][cH:13][cH:14][c:15]2[c:16]1-[c:17]1[cH:18][cH:19][c:20]([O:21][c:22]2[cH:23][c:24]([C:25]([O:27][CH3:26])=[O:28])[cH:29][cH:30][cH:31]2)[cH:32][cH:33]1.[CH3:41][NH:42][CH3:43].[CH3:44][OH:45].[Na:38][C:39]#[N:40]>>[CH2:1]([c:2]1[cH:3][cH:4][cH:5][cH:6][cH:7]1)[n:8]1[n:9][c:10]2[c:11]([C:34]([F:35])([F:36])[F:37])[cH:12][cH:13][cH:14][c:15]2[c:16]1-[c:17]1[cH:18][cH:19][c:20]([O:21][c:22]2[cH:23][c:24]([C:25](=[O:27])[N:42]([CH3:41])[CH3:43])[cH:29][cH:30][cH:31]2)[cH:32][cH:33]1. Reactants: COC(=O)c1cccc(Oc2ccc(-c3c4cccc(C(F)(F)F)c4nn3Cc3ccccc3)cc2)c1, CNC, CO, N#C[Na]. Yields the product CN(C)C(=O)c1cccc(Oc2ccc(-c3c4cccc(C(F)(F)F)c4nn3Cc3ccccc3)cc2)c1. Starting materials: CC(Cl)c1cccnc1, OC1=CC=C(C2CCCC2)C=C1. Reagents/catalysts: O=C([O-])[O-].[Cs+].[Cs+] (cesium carbonate), [I-].[K+] (potassium iodide). Solvent: CN(C)C=O (DMF), CN(C)C=O (dmf), CN(C)C=O (DMF). Reaction conditions: temperature 70 celsius, time 16 hour. Yields the product CC(C%23=CC=CN=C%23)OC%24=CC=C(C%25CCCC%25)C=C%24.